From a dataset of the Open Reaction Database (ORD), a public repository of structured organic reaction records. describe an organic reaction: reactants, conditions, products, and yield Reactants: O=C([O-])O, COC(=O)C1=C(N)NC(C)=C([N+](=O)[O-])C1c1ccccc1SCCCCCl, COc1ccccc1N1CCNCC1, CC(C)O, [I-], [Na+], [Na+]. Product: COC(=O)C1=C(N)NC(C)=C([N+](=O)[O-])C1c1ccccc1SCCCCN1CCN(c2ccccc2OC)CC1. RXN SMILES: [C:44](=[O:45])([OH:46])[O-:47].[CH3:1][O:2][C:3](=[O:4])[C:5]1=[C:6]([NH2:27])[NH:7][C:8]([CH3:26])=[C:9]([N+:23](=[O:24])[O-:25])[CH:10]1[c:11]1[c:12]([S:17][CH2:18][CH2:19][CH2:20][CH2:21][Cl:22])[cH:13][cH:14][cH:15][cH:16]1.[CH3:28][O:29][c:30]1[c:31]([N:36]2[CH2:37][CH2:38][NH:39][CH2:40][CH2:41]2)[cH:32][cH:33][cH:34][cH:35]1.[CH:49]([OH:50])([CH3:51])[CH3:52].[I-:43].[Na+:42].[Na+:48]>>[CH3:1][O:2][C:3](=[O:4])[C:5]1=[C:6]([NH2:27])[NH:7][C:8]([CH3:26])=[C:9]([N+:23](=[O:24])[O-:25])[CH:10]1[c:11]1[c:12]([S:17][CH2:18][CH2:19][CH2:20][CH2:21][N:39]2[CH2:38][CH2:37][N:36]([c:31]3[c:30]([O:29][CH3:28])[cH:35][cH:34][cH:33][cH:32]3)[CH2:41][CH2:40]2)[cH:13][cH:14][cH:15][cH:16]1. The reactants are ClC1=C(C=O)C(=CC=C1)O (2-chloro-6-hydroxy-benzaldehyde), C(CC(=O)[O-])(=O)OCC (ethyl malonate), C(C)O (ethanol), N1CCCCC1 (piperidine), resultant product. Solvent: C(C)(=O)O (acetic acid). Product: ClC1=C2C=C(C(OC2=CC=C1)=O)C(=O)OCC (ethyl 5-chlorocoumarin-3-carboxylate). The yield is 57.8%. As a reaction SMILES: [Cl:1][C:2]1[CH:9]=[CH:8][CH:7]=[C:6]([OH:10])[C:3]=1[CH:4]=O.[C:11]([O:17][CH2:18][CH3:19])(=[O:16])[CH2:12][C:13]([O-])=[O:14].C(O)C.N1CCCCC1>C(O)(=O)C>[Cl:1][C:2]1[CH:9]=[CH:8][CH:7]=[C:6]2[C:3]=1[CH:4]=[C:12]([C:11]([O:17][CH2:18][CH3:19])=[O:16])[C:13](=[O:14])[O:10]2. Procedure details: 15 g (0.0958 mole) of 2-chloro-6-hydroxy-benzaldehyde, 16.7 g (0.105 mole) ethyl malonate, 40 mL ethanol, 0.6 mL piperidine and 0.1 mL acetic acid are refluxed for 5 hours. After cooling the resultant product is dried. After drying, 14 g of ethyl 5-chlorocoumarin-3-carboxylate are obtained. (Yield=58%). Melting pointG =142°-144° C. The reactants are CCCCCCCCOc1ccc2c(c1)cc(F)c1cc(Br)ccc12, CCCCCCOc1ccc(B(O)O)cn1, Cc1ccccc1, CCO, [Na+], [Na+], O=C([O-])[O-], O, c1ccc(P(c2ccccc2)(c2ccccc2)[Pd](P(c2ccccc2)(c2ccccc2)c2ccccc2)(P(c2ccccc2)(c2ccccc2)c2ccccc2)P(c2ccccc2)(c2ccccc2)c2ccccc2)cc1. The product is CCCCCCCCOc1ccc2c(c1)cc(F)c1cc(-c3ccc(OCCCCCC)nc3)ccc12. As a reaction SMILES: [Br:1][c:2]1[cH:3][cH:4][c:5]2[c:6]3[cH:7][cH:8][c:9]([O:17][CH2:18][CH2:19][CH2:20][CH2:21][CH2:22][CH2:23][CH2:24][CH3:25])[cH:10][c:11]3[cH:12][c:13]([F:16])[c:14]2[cH:15]1.[CH2:26]([CH2:27][CH2:28][CH2:29][CH2:30][CH3:31])[O:32][c:33]1[cH:34][cH:35][c:36]([B:39]([OH:40])[OH:41])[cH:37][n:38]1.[CH3:48][c:49]1[cH:50][cH:51][cH:52][cH:53][cH:54]1.[CH3:55][CH2:56][OH:57].[Na+:42].[Na+:43].[O-:44][C:45](=[O:46])[O-:47].[OH2:58].[cH:59]1[cH:60][cH:61][c:62]([P:63]([Pd:64]([P:65]([c:66]2[cH:67][cH:68][cH:69][cH:70][cH:71]2)([c:72]2[cH:73][cH:74][cH:75][cH:76][cH:77]2)[c:78]2[cH:79][cH:80][cH:81][cH:82][cH:83]2)([P:84]([c:85]2[cH:86][cH:87][cH:88][cH:89][cH:90]2)([c:91]2[cH:92][cH:93][cH:94][cH:95][cH:96]2)[c:97]2[cH:98][cH:99][cH:100][cH:101][cH:102]2)[P:103]([c:104]2[cH:105][cH:106][cH:107][cH:108][cH:109]2)([c:110]2[cH:111][cH:112][cH:113][cH:114][cH:115]2)[c:116]2[cH:117][cH:118][cH:119][cH:120][cH:121]2)([c:122]2[cH:123][cH:124][cH:125][cH:126][cH:127]2)[c:128]2[cH:129][cH:130][cH:131][cH:132][cH:133]2)[cH:134][cH:135]1>>[c:2]1(-[c:36]2[cH:35][cH:34][c:33]([O:32][CH2:26][CH2:27][CH2:28][CH2:29][CH2:30][CH3:31])[n:38][cH:37]2)[cH:3][cH:4][c:5]2[c:6]3[cH:7][cH:8][c:9]([O:17][CH2:18][CH2:19][CH2:20][CH2:21][CH2:22][CH2:23][CH2:24][CH3:25])[cH:10][c:11]3[cH:12][c:13]([F:16])[c:14]2[cH:15]1. Starting materials: C1(=CC=CC=C1)OC(NC1=C(C(=NS1)OCC1=C(C=C(C(=C1)F)C)F)C(N)=O)=O ([4-carbamoyl-3-(2,5-difluoro-4-methyl-benzyloxy)-isothiazol-5-yl]-carbamic acid phenyl ester), NCCCCN1CC(CCC1)O (1-(4-amino-butyl)-piperidin-3-ol). Yields the product FC1=C(COC2=NSC(=C2C(=O)N)NC(=O)NCCCCN2CC(CCC2)O)C=C(C(=C1)C)F (3-(2,5-Difluoro-4-methyl-benzyloxy)-5-{3-[4-(3-hydroxy-piperidin-1-yl)-butyl]-ureido}-isothiazole-4-carboxylic Acid Amide). RXN SMILES: C1(O[C:8](=[O:29])[NH:9][C:10]2[S:14][N:13]=[C:12]([O:15][CH2:16][C:17]3[CH:22]=[C:21]([F:23])[C:20]([CH3:24])=[CH:19][C:18]=3[F:25])[C:11]=2[C:26](=[O:28])[NH2:27])C=CC=CC=1.[NH2:30][CH2:31][CH2:32][CH2:33][CH2:34][N:35]1[CH2:40][CH2:39][CH2:38][CH:37]([OH:41])[CH2:36]1>>[F:25][C:18]1[CH:19]=[C:20]([CH3:24])[C:21]([F:23])=[CH:22][C:17]=1[CH2:16][O:15][C:12]1[C:11]([C:26]([NH2:27])=[O:28])=[C:10]([NH:9][C:8]([NH:30][CH2:31][CH2:32][CH2:33][CH2:34][N:35]2[CH2:40][CH2:39][CH2:38][CH:37]([OH:41])[CH2:36]2)=[O:29])[S:14][N:13]=1. Procedure: The title compound was prepared from [4-carbamoyl-3-(2,5-difluoro-4-methyl-benzyloxy)-isothiazol-5-yl]-carbamic acid phenyl ester and 1-(4-amino-butyl)-piperidin-3-ol by the procedure analogous to Example 6. HPLC ret. time: 3.3 minutes. 1H NMR (400 MHz, CD3OD) δ 7.18 (dd, 1H, J=6.8, 9.6 Hz), 7.04 (dd, 1H, J=5.6, 10 Hz), 5.45 (s, 2H), 3.64 (m, 1H), 3.24-3.22 (m, 2H), 2.90 (m, 1H), 2.73 (m, 1H), 2.37 (m, 2H), 2.25 (d, 3H, J=1.6 Hz), 1.99-1.87 (m, 3H), 1.74 (m, 1H), 1.74-1.53 (m, 6H) ppm; MS (APCl,... Starting materials: C(CCC)(=O)C1=CNC2=CC=CC=C2C1=O (3-Butyryl-4(1H)-quinolone), P(=O)(Cl)(Cl)Cl (phosphoryl chloride). The product is C(CCC)(=O)C=1C=NC2=CC=CC=C2C1Cl (3-butyryl-4-chloroquinoline). RXN SMILES: [C:1]([C:6]1[C:15](=O)[C:14]2[C:9](=[CH:10][CH:11]=[CH:12][CH:13]=2)[NH:8][CH:7]=1)(=[O:5])[CH2:2][CH2:3][CH3:4].P(Cl)(Cl)([Cl:19])=O>>[C:1]([C:6]1[CH:7]=[N:8][C:9]2[C:14]([C:15]=1[Cl:19])=[CH:13][CH:12]=[CH:11][CH:10]=2)(=[O:5])[CH2:2][CH2:3][CH3:4]. Reported procedure: 3-Butyryl-4(1H)-quinolone (21.5 g) and phosphoryl chloride (80 ml) were heated under reflux for 45 minutes. Excess phosphoryl chloride was evaporated in vacuo, the residue poured onto ice and neutralised with sodium hydrogen carbonate. Extraction with dichloromethane, drying and evaporation gave 3-butyryl-4-chloroquinoline (22 g) as a brown oil, which solidified on standing. This was used without further purification. Starting materials: BrC=1N=C2C(=NC1)N(C=C2)S(=O)(=O)C2=CC=C(C)C=C2 (2-Bromo-5-tosyl-5H-pyrrolo[2,3-b]pyrazine), C(N)(OC(C)(C)C)=O (tert-butyl carbamate), C([O-])([O-])=O.[K+].[K+] (potassium carbonate), heptanes. Reagents/catalysts: C(C)(=O)[O-].[Pd+2].C(C)(=O)[O-] (palladium acetate), CC1(C2=CC=CC(=C2OC=2C(=CC=CC12)P(C1=CC=CC=C1)C1=CC=CC=C1)P(C1=CC=CC=C1)C1=CC=CC=C1)C (9,9-dimethyl-4,5-bis(diphenylphosphino)xanthene). Run in C(C)(C)O (Isopropanol), C(C)(C)O (isopropanol). Run at temperature 95 celsius, time 3 hour. Yields the product S(=O)(=O)(C1=CC=C(C)C=C1)N1C=CC=2C1=NC=C(N2)NC(OC(C)(C)C)=O (tert-butyl 5-tosyl-5H-pyrrolo[2,3-b]pyrazin-2-ylcarbamate). Yield: 39.0%. RXN SMILES: Br[C:2]1[N:3]=[C:4]2[CH:10]=[CH:9][N:8]([S:11]([C:14]3[CH:20]=[CH:19][C:17]([CH3:18])=[CH:16][CH:15]=3)(=[O:13])=[O:12])[C:5]2=[N:6][CH:7]=1.[C:21](=[O:28])([O:23][C:24]([CH3:27])([CH3:26])[CH3:25])[NH2:22].C(=O)([O-])[O-].[K+].[K+]>C([O-])(=O)C.[Pd+2].C([O-])(=O)C.CC1(C)C2C=CC=C(P(C3C=CC=CC=3)C3C=CC=CC=3)C=2OC2C1=CC=CC=2P(C1C=CC=CC=1)C1C=CC=CC=1.C(O)(C)C>[S:11]([N:8]1[C:5]2=[N:6][CH:7]=[C:2]([NH:22][C:21](=[O:28])[O:23][C:24]([CH3:27])([CH3:26])[CH3:25])[N:3]=[C:4]2[CH:10]=[CH:9]1)([C:14]1[CH:20]=[CH:19][C:17]([CH3:18])=[CH:16][CH:15]=1)(=[O:13])=[O:12] |f:2.3.4,5.6.7|. Reported procedure: 2-Bromo-5-tosyl-5H-pyrrolo[2,3-b]pyrazine (30.0 g, 85 mmol), tert-butyl carbamate (14.9 g, 128 mmol), 325 mesh potassium carbonate (35.3 g, 256 mmol), palladium acetate (0.19 g, 0.85 mmol) and 9,9-dimethyl-4,5-bis(diphenylphosphino)xanthene (Xantphos) (0.99 g, 1.70 mmol) were charged to a three-neck, 1 L cylindrical reactor equipped with an over head stirrer, thermocouple and a reflux condenser. The solids were purged with argon for not less than 120 min. 2-methyl-butanol (240 mL) and 1,4-dioxan...